This data is from the Open Reaction Database (ORD), a public repository of structured organic reaction records. The task is: describe an organic reaction: reactants, conditions, products, and yield The reactants are CC(C)(C)OC(=O)N1CCN(CC2CCN(C(=O)OCc3ccccc3)CC2)CC1, CCO. Product: CC(C)(C)OC(=O)N1CCN(CC2CCNCC2)CC1. Reaction SMILES: [CH2:1]([O:2][C:3](=[O:4])[N:11]1[CH2:12][CH2:13][CH:14]([CH2:17][N:18]2[CH2:19][CH2:20][N:21]([C:24](=[O:25])[O:26][C:27]([CH3:28])([CH3:29])[CH3:30])[CH2:22][CH2:23]2)[CH2:15][CH2:16]1)[c:5]1[cH:6][cH:7][cH:8][cH:9][cH:10]1.[CH3:31][CH2:32][OH:33]>>[NH:11]1[CH2:12][CH2:13][CH:14]([CH2:17][N:18]2[CH2:19][CH2:20][N:21]([C:24](=[O:25])[O:26][C:27]([CH3:28])([CH3:29])[CH3:30])[CH2:22][CH2:23]2)[CH2:15][CH2:16]1. The reactants are FC(C(=O)O)(F)F.FC(C(=O)O)(F)F.FC(C(=O)O)(F)F.ClC=1C=NC=2NC=3C=NC=C(CCC4=C(C=CC(NC1N2)=C4)NC(CC4CCNCC4)=O)C3 (N-[6-chloro-2,4,8,18,22-pentaazatetracyclo[14.3.1.1(3,7).1(9,13)]docosa-1(20),3(22),4,6,9(21),10,12,16,18-nonaen-12-yl]-2-piperidin-4-ylacetamide tris(trifluoroacetate)), O1N=C(C=N1)C(=O)Cl (1,2,5-oxadiazole-3-carbonyl chloride). The product is FC(C(=O)O)(F)F.FC(C(=O)O)(F)F.ClC=1C=NC=2NC=3C=NC=C(CCC4=C(C=CC(NC1N2)=C4)NC(CC4CCN(CC4)C(=O)C4=NON=C4)=O)C3 (N-[6-Chloro-2,4,8,18,22-pentaazatetracyclo[14.3.1.1(3,7).1(9,13)]docosa-1(20),3(22),4,6,9(21),10,12,16,18-nonaen-12-yl]-2-[1-(1,2,5-oxadiazol-3-ylcarbonyl)piperidin-4-yl]acetamide bis(trifluoroacetate)). The yield is 33.0%. RXN SMILES: [F:1][C:2]([F:7])([F:6])[C:3]([OH:5])=[O:4].[F:8][C:9]([F:14])([F:13])[C:10]([OH:12])=[O:11].FC(F)(F)C(O)=O.[Cl:22][C:23]1[CH:24]=[N:25][C:26]2[NH:27][C:28]3[CH:29]=[N:30][CH:31]=[C:32]([CH:54]=3)[CH2:33][CH2:34][C:35]3[CH:43]=[C:39]([NH:40][C:41]=1[N:42]=2)[CH:38]=[CH:37][C:36]=3[NH:44][C:45](=[O:53])[CH2:46][CH:47]1[CH2:52][CH2:51][NH:50][CH2:49][CH2:48]1.[O:55]1[N:59]=[CH:58][C:57]([C:60](Cl)=[O:61])=[N:56]1>>[F:1][C:2]([F:7])([F:6])[C:3]([OH:5])=[O:4].[F:8][C:9]([F:14])([F:13])[C:10]([OH:12])=[O:11].[Cl:22][C:23]1[CH:24]=[N:25][C:26]2[NH:27][C:28]3[CH:29]=[N:30][CH:31]=[C:32]([CH:54]=3)[CH2:33][CH2:34][C:35]3[CH:43]=[C:39]([NH:40][C:41]=1[N:42]=2)[CH:38]=[CH:37][C:36]=3[NH:44][C:45](=[O:53])[CH2:46][CH:47]1[CH2:52][CH2:51][N:50]([C:60]([C:57]2[CH:58]=[N:59][O:55][N:56]=2)=[O:61])[CH2:49][CH2:48]1 |f:0.1.2.3,5.6.7|. Procedure details: The desired compound was prepared according to the procedure of Example A20, using N-[6-chloro-2,4,8,18,22-pentaazatetracyclo[14.3.1.1(3,7).1(9,13)]docosa-1(20),3(22),4,6,9(21),10,12,16,18-nonaen-12-yl]-2-piperidin-4-ylacetamide tris(trifluoroacetate) and 1,2,5-oxadiazole-3-carbonyl chloride as starting materials in 33% yield. 1H NMR (300 MHz, DMSO-d6): δ 10.08 (s, 1H), 9.41 (s, 2H), 9.02 (s, 1H), 8.30 (m, 2H), 8.20 (s, 1H), 7.72 (s, 1H), 7.65 (s, 1H), 7.30 (d, 1H), 7.05 (d, 1H), 6.47 (s, 1H), 4... Reactants: Cl.NC=1C(OC(=CC1O)C1=CC=CC=C1)=O (3-amino-4-hydroxy-6-phenyl-2H-pyran-2-one hydrochloride), [H-].[Na+] (sodium hydride), C1=C(C=CC2=CC=CC=C12)C(=O)Cl (2-naphthoyl chloride). Reaction SMILES: Cl.[NH2:2][C:3]1[C:4](=[O:16])[O:5][C:6]([C:10]2[CH:15]=[CH:14][CH:13]=[CH:12][CH:11]=2)=[CH:7][C:8]=1[OH:9].[H-].[Na+].[CH:19]1[C:28]2[C:23](=[CH:24][CH:25]=[CH:26][CH:27]=2)[CH:22]=[CH:21][C:20]=1[C:29](Cl)=[O:30]>C1COCC1>[OH:9][C:8]1[CH:7]=[C:6]([C:10]2[CH:15]=[CH:14][CH:13]=[CH:12][CH:11]=2)[O:5][C:4](=[O:16])[C:3]=1[NH:2][C:29]([C:20]1[CH:21]=[CH:22][C:23]2[C:28](=[CH:27][CH:26]=[CH:25][CH:24]=2)[CH:19]=1)=[O:30] |f:0.1,2.3|. Run in C1CCOC1 (THF). Yields the product OC1=C(C(OC(=C1)C1=CC=CC=C1)=O)NC(=O)C1=CC2=CC=CC=C2C=C1 (N-(4-Hydroxy-2-oxo-6-phenyl-2H-pyran-3-yl)-2-naphthalenecarboxamide). Reported procedure: The title compound was prepared by Method E using 3-amino-4-hydroxy-6-phenyl-2H-pyran-2-one hydrochloride (0.150 g, 0.626 mmol),, THF (6 mL), 60% sodium hydride (0.028 mL, 0.688 mmol), 2-naphthoyl chloride (0.131 g, 0.688 mmol). m.p. dec. 219° C.; 1H NMR (250 MHz, DMSO-d6) δ6.92 (s, 1 H), 7.61 (m, 5 H), 7.97 (m, 6 H), 8.62 (s, 1 H), 9.61 (s, 1 H).